Dataset: the Open Reaction Database (ORD), a public repository of structured organic reaction records. Task: describe an organic reaction: reactants, conditions, products, and yield Starting materials: CCOCC, ClCCl, CCOCC, CC(=O)[O-], COC(=O)C1(C(O)CCCCOc2ccc(Cl)cc2)CO1, CCCCCC, [Na+], O=[Cr](=O)([O-])Cl, c1cc[nH+]cc1. Product: COC(=O)C1(C(=O)CCCCOc2ccc(Cl)cc2)CO1. As a reaction SMILES: [CH2:38]([O:39][CH2:40][CH3:41])[CH3:42].[CH2:49]([Cl:50])[Cl:51].[CH2:52]([O:53][CH2:54][CH3:55])[CH3:56].[CH3:13][C:14](=[O:15])[O-:16].[CH3:17][O:18][C:19](=[O:20])[C:21]1([CH:24]([CH2:25][CH2:26][CH2:27][CH2:28][O:29][c:30]2[cH:31][cH:32][c:33]([Cl:36])[cH:34][cH:35]2)[OH:37])[O:22][CH2:23]1.[CH3:43][CH2:44][CH2:45][CH2:46][CH2:47][CH3:48].[Na+:12].[O:1]=[Cr:2]([Cl:3])([O-:4])=[O:5].[nH+:6]1[cH:7][cH:8][cH:9][cH:10][cH:11]1>>[CH3:17][O:18][C:19](=[O:20])[C:21]1([C:24]([CH2:25][CH2:26][CH2:27][CH2:28][O:29][c:30]2[cH:31][cH:32][c:33]([Cl:36])[cH:34][cH:35]2)=[O:37])[O:22][CH2:23]1. The reactants are ClC1=C(C(=O)N[C@@H](CNC(=O)C=2SC=CC2)C(=O)O)C=CC(=C1)C(=O)NCC1=CC(=CC=C1)O (N-[2-chloro-4-[[[(3-hydroxyphenyl)methyl]amino]carbonyl]benzoyl]-3-(thiophene-2-carbonyl)amino-L-alanine), C([O-])([O-])=O.[K+].[K+] (potassium carbonate), [I-].[K+] (potassium iodide), Cl.ClCCN(C)C ((2-chloroethyl)dimethylamine hydrochloride). Solvent: CN(C=O)C (N,N-dimethylformamide). Reaction conditions: temperature 60 celsius. Product: ClC1=C(C(=O)N[C@@H](CNC(=O)C=2SC=CC2)C(=O)OCCN(C)C)C=CC(=C1)C(=O)NCC1=CC(=CC=C1)O (N-[2-chloro-4-[[[(3-hydroxyphenyl)methyl]amino]carbonyl]benzoyl]-3-(thiophene-2-carbonyl)amino-L-alanine, 2-(dimethylamino)ethyl ester). Reaction SMILES: [Cl:1][C:2]1[CH:23]=[C:22]([C:24]([NH:26][CH2:27][C:28]2[CH:33]=[CH:32][CH:31]=[C:30]([OH:34])[CH:29]=2)=[O:25])[CH:21]=[CH:20][C:3]=1[C:4]([NH:6][C@H:7]([C:17]([OH:19])=[O:18])[CH2:8][NH:9][C:10]([C:12]1[S:13][CH:14]=[CH:15][CH:16]=1)=[O:11])=[O:5].C(=O)([O-])[O-].[K+].[K+].[I-].[K+].Cl.Cl[CH2:45][CH2:46][N:47]([CH3:49])[CH3:48]>CN(C)C=O>[Cl:1][C:2]1[CH:23]=[C:22]([C:24]([NH:26][CH2:27][C:28]2[CH:33]=[CH:32][CH:31]=[C:30]([OH:34])[CH:29]=2)=[O:25])[CH:21]=[CH:20][C:3]=1[C:4]([NH:6][C@H:7]([C:17]([O:19][CH2:45][CH2:46][N:47]([CH3:49])[CH3:48])=[O:18])[CH2:8][NH:9][C:10]([C:12]1[S:13][CH:14]=[CH:15][CH:16]=1)=[O:11])=[O:5] |f:1.2.3,4.5,6.7|. Procedure details: A mixture of N-[2-chloro-4-[[[(3-hydroxyphenyl)methyl]amino]carbonyl]benzoyl]-3-(thiophene-2-carbonyl)amino-L-alanine (Example 303; 1 mmol), potassium carbonate (2.1 mmol), potassium iodide (0.2 mmol), and (2-chloroethyl)dimethylamine hydrochloride (1.1 mmol) in N,N-dimethylformamide (10 mL) is heated at 60° C. for 3 h. The reaction mixture is concentrated to remove N,N-dimethylformamide. Water (50 mL) is added and the pH is adjusted to 9. The mixture is extracted with ethyl acetate (3×50 mL). T... Starting materials: BrC1=CC(=C(N)C(=C1)F)Cl (4-bromo-2-chloro-6-fluoroaniline), O1CCC2=C1C=CC(=C2)B(O)O (2,3-dihydrobenzofuran-5-ylboronic acid). Yields the product ClC1=C(N)C(=CC(=C1)C=1C=CC2=C(CCO2)C1)F (2-chloro-4-(2,3-dihydrobenzofuran-5-yl)-6-fluoroaniline). Isolated yield 36.6%. As a reaction SMILES: Br[C:2]1[CH:8]=[C:7]([F:9])[C:5]([NH2:6])=[C:4]([Cl:10])[CH:3]=1.[O:11]1[C:15]2[CH:16]=[CH:17][C:18](B(O)O)=[CH:19][C:14]=2[CH2:13][CH2:12]1>>[Cl:10][C:4]1[CH:3]=[C:2]([C:18]2[CH:17]=[CH:16][C:15]3[O:11][CH2:12][CH2:13][C:14]=3[CH:19]=2)[CH:8]=[C:7]([F:9])[C:5]=1[NH2:6]. Procedure: The title compound (86 mg) was prepared from 4-bromo-2-chloro-6-fluoroaniline (200 mg, 0.89 mmol) and 2,3-dihydrobenzofuran-5-ylboronic acid (189 mg, 1.16 mmol) as a pale-yellow solid. 1H-NMR (δ ppm, DMSO-d6, 400 MHz): 7.46 (s, 1H), 7.33-7.25 (m, 3H), 6.75 (d, J 8.3, 1H), 5.36 (s, 2H), 4.52 (t, J 8.7, 2H), 3.18 (t, J 8.6, 2H).